From a dataset of the Open Reaction Database (ORD), a public repository of structured organic reaction records. describe an organic reaction: reactants, conditions, products, and yield The reactants are CC(C)(C)OC(=O)N1CCc2[nH]c3ccc(Cl)c(Cl)c3c2CC1, Fc1ccc(OCCBr)cc1, [H-], [Na+], CN(C)C=O. The product is CC(C)(C)OC(=O)N1CCc2c(n(CCOc3ccc(F)cc3)c3ccc(Cl)c(Cl)c23)CC1. RXN SMILES: [Cl:3][c:4]1[c:5]([Cl:25])[c:6]2[c:7]3[c:8]([nH:9][c:10]2[cH:11][cH:12]1)[CH2:13][CH2:14][N:15]([C:18](=[O:19])[O:20][C:21]([CH3:22])([CH3:23])[CH3:24])[CH2:16][CH2:17]3.[F:26][c:27]1[cH:28][cH:29][c:30]([O:31][CH2:32][CH2:33][Br:34])[cH:35][cH:36]1.[H-:1].[Na+:2].[O:37]=[CH:38][N:39]([CH3:40])[CH3:41]>>[Cl:3][c:4]1[c:5]([Cl:25])[c:6]2[c:7]3[c:8]([n:9]([CH2:33][CH2:32][O:31][c:30]4[cH:29][cH:28][c:27]([F:26])[cH:36][cH:35]4)[c:10]2[cH:11][cH:12]1)[CH2:13][CH2:14][N:15]([C:18](=[O:19])[O:20][C:21]([CH3:22])([CH3:23])[CH3:24])[CH2:16][CH2:17]3. Starting materials: OC1=CC=C(C(C(C)C)O)C=C1 (4-hydroxy-α-isopropylbenzyl alcohol), N1CCOCC1 (morpholine). Solvent: O (water), O (water). Product: CC(C(N1CCOCC1)C1=CC=C(C=C1)O)C (4-(2-methyl-1-morpholinopropyl)phenol). The yield is 34.7%. As a reaction SMILES: [OH:1][C:2]1[CH:12]=[CH:11][C:5]([CH:6](O)[CH:7]([CH3:9])[CH3:8])=[CH:4][CH:3]=1.[NH:13]1[CH2:18][CH2:17][O:16][CH2:15][CH2:14]1>O>[CH3:8][CH:7]([CH3:9])[CH:6]([C:5]1[CH:11]=[CH:12][C:2]([OH:1])=[CH:3][CH:4]=1)[N:13]1[CH2:18][CH2:17][O:16][CH2:15][CH2:14]1. Reported procedure: A mixture of 4-hydroxy-α-isopropylbenzyl alcohol (1.0 g; 0.006 mol) morpholine (1.3 g; 0.015 mol) and water (1.3 ml) is refluxed under a nitrogen atmosphere for 23 hours, and then poured into water (~20 ml). The aqueous solution is extracted with 30 ml of ether, the ethereal solution dried over magnesium sulfate, and concentrated to give 0.97 g of crude product (69% of theory). Recrystallization of the crude product from methylene chloride affords pure title compound (490 mg 35%): mp 142°-143° C... Reactants: CS(=O)(=O)OCc1ccc(C#N)c(F)c1, [N-]=[N+]=[N-], [Na+], O. Yields the product N#Cc1ccc(CN=[N+]=[N-])cc1F. As a reaction SMILES: [CH3:1][S:2]([O:3][CH2:6][c:7]1[cH:8][c:9]([F:15])[c:10]([C:13]#[N:14])[cH:11][cH:12]1)(=[O:4])=[O:5].[N-:17]=[N+:18]=[N-:19].[Na+:16].[OH2:20]>>[CH2:6]([c:7]1[cH:8][c:9]([F:15])[c:10]([C:13]#[N:14])[cH:11][cH:12]1)[N:17]=[N+:18]=[N-:19].